From a dataset of the Open Reaction Database (ORD), a public repository of structured organic reaction records. describe an organic reaction: reactants, conditions, products, and yield Reactants: COc1ccc(CN(Cc2ccc(OC)cc2)c2nc(C)nc(-c3cc(C=O)cnc3Nc3cnc(OC)c(F)c3)n2)cc1, ClCCl, O=C(O)C(F)(F)F. Yields the product COc1ncc(Nc2ncc(C=O)cc2-c2nc(C)nc(N)n2)cc1F. RXN SMILES: [CH3:1][O:2][c:3]1[cH:4][cH:5][c:6]([CH2:7][N:8]([c:9]2[n:10][c:11](-[c:16]3[c:17]([NH:24][c:25]4[cH:26][n:27][c:28]([O:32][CH3:33])[c:29]([F:31])[cH:30]4)[n:18][cH:19][c:20]([CH:21]=[O:22])[cH:23]3)[n:12][c:13]([CH3:15])[n:14]2)[CH2:34][c:35]2[cH:36][cH:37][c:38]([O:39][CH3:40])[cH:41][cH:42]2)[cH:43][cH:44]1.[Cl:52][CH2:53][Cl:54].[F:45][C:46]([F:47])([F:48])[C:49]([OH:50])=[O:51]>>[NH2:8][c:9]1[n:10][c:11](-[c:16]2[c:17]([NH:24][c:25]3[cH:26][n:27][c:28]([O:32][CH3:33])[c:29]([F:31])[cH:30]3)[n:18][cH:19][c:20]([CH:21]=[O:22])[cH:23]2)[n:12][c:13]([CH3:15])[n:14]1. The reactants are ClC=1C(=NC=NC1Cl)N (5,6-dichloropyrimidin-4-amine), NC=1C=C(C=CC1)O (3-aminophenol), COC=1C=C(CN2N=CC(=C2)B2OC(C(O2)(C)C)(C)C)C=CC1 (1-(3-methoxybenzyl)-4-(4,4,5,5-tetramethyl-1,3,2-dioxaborolan-2-yl)-1H-pyrazole), C(C=C)(=O)Cl (acryloyl chloride). Product: NC1=C(C(=NC=N1)OC=1C=C(C=CC1)NC(C=C)=O)C=1C=NN(C1)CC1=CC(=CC=C1)OC (N-(3-((6-amino-5-(1-(3-methoxybenzyl)-1H-pyrazol-4-yl)pyrimidin-4-yl)oxy)phenyl)acrylamide). As a reaction SMILES: Cl[C:2]1[C:3]([NH2:9])=[N:4][CH:5]=[N:6][C:7]=1Cl.[NH2:10][C:11]1[CH:12]=[C:13]([OH:17])[CH:14]=[CH:15][CH:16]=1.[CH3:18][O:19][C:20]1[CH:21]=[C:22]([CH:38]=[CH:39][CH:40]=1)[CH2:23][N:24]1[CH:28]=[C:27](B2OC(C)(C)C(C)(C)O2)[CH:26]=[N:25]1.[C:41](Cl)(=[O:44])[CH:42]=[CH2:43]>>[NH2:9][C:3]1[N:4]=[CH:5][N:6]=[C:7]([O:17][C:13]2[CH:12]=[C:11]([NH:10][C:41](=[O:44])[CH:42]=[CH2:43])[CH:16]=[CH:15][CH:14]=2)[C:2]=1[C:27]1[CH:26]=[N:25][N:24]([CH2:23][C:22]2[CH:38]=[CH:39][CH:40]=[C:20]([O:19][CH3:18])[CH:21]=2)[CH:28]=1. Procedure details: N-(3-((6-amino-5-(1-(3-methoxybenzyl)-1H-pyrazol-4-yl)pyrimidin-4-yl)oxy)phenyl)acrylamide was prepared from 5,6-dichloropyrimidin-4-amine, 3-aminophenol, 1-(3-methoxybenzyl)-4-(4,4,5,5-tetramethyl-1,3,2-dioxaborolan-2-yl)-1H-pyrazole, and acryloyl chloride using methods A, C, and F. HPLC: 99%. MS: m/z=443 [M+H]+. 1H-NMR (DMSO-d6) δ 10.20 (s, 1H), 8.13 (s, 1H), 7.99 (s, 1H), 7.72 (s, 1H), 7.49 (s, 1H), 7.41 (d, 1H), 7.33-7.23 (m, 2H), 6.87-6.79 (m, 4H), 6.63 (broad s, 2H), 6.42 (dd, 1H), 6.25 (d... Starting materials: C1CCOC1, CO, O=[N+]([O-])c1ccc(F)c2ccccc12, [H-], Nc1cnccc1CO, [Na+]. The product is Nc1cnccc1COc1ccc([N+](=O)[O-])c2ccccc12. RXN SMILES: [CH2:28]1[O:29][CH2:30][CH2:31][CH2:32]1.[CH3:26][OH:27].[F:12][c:13]1[cH:14][cH:15][c:16]([N+:23](=[O:24])[O-:25])[c:17]2[cH:18][cH:19][cH:20][cH:21][c:22]12.[H-:10].[NH2:1][c:2]1[cH:3][n:4][cH:5][cH:6][c:7]1[CH2:8][OH:9].[Na+:11]>>[NH2:1][c:2]1[cH:3][n:4][cH:5][cH:6][c:7]1[CH2:8][O:9][c:13]1[cH:14][cH:15][c:16]([N+:23](=[O:24])[O-:25])[c:17]2[cH:18][cH:19][cH:20][cH:21][c:22]12. Reactants: C([O-])([O-])=O.[Na+].[Na+] (sodium carbonate), NC1=CC(=C(C(=O)N[C@@H]2[C@@H](CN(CC2)CCCCN)OC)C=C1Cl)OC (cis-4-amino-N-[1-(4-aminobutyl)-3-methoxy-4-piperidinyl]-5-chloro-2-methoxybenzamide), ClC1=NC=CC=N1 (2-chloropyrimidine), Cl (hydrochloric acid). Reagents/catalysts: CN(C(C)=O)C (N,N-dimethylacetamide). Run in ClCCl (dichloromethane), O (water). Run at temperature 80 celsius, time 8 hour. Product: NC1=CC(=C(C(=O)N[C@@H]2[C@@H](CN(CC2)CCCCNC2=NC=CC=N2)OC)C=C1Cl)OC (cis-4-amino-5-chloro-2-methoxy-N-[3-methoxy-1-[4-(2-pyrimidinylamino)butyl]-4-piperidinyl]benzamide). Isolated yield 24.1%. Reaction SMILES: [NH2:1][C:2]1[C:23]([Cl:24])=[CH:22][C:5]([C:6]([NH:8][C@H:9]2[CH2:14][CH2:13][N:12]([CH2:15][CH2:16][CH2:17][CH2:18][NH2:19])[CH2:11][C@H:10]2[O:20][CH3:21])=[O:7])=[C:4]([O:25][CH3:26])[CH:3]=1.Cl[C:28]1[N:33]=[CH:32][CH:31]=[CH:30][N:29]=1.Cl.C(=O)([O-])[O-].[Na+].[Na+]>CN(C)C(=O)C.ClCCl.O>[NH2:1][C:2]1[C:23]([Cl:24])=[CH:22][C:5]([C:6]([NH:8][C@H:9]2[CH2:14][CH2:13][N:12]([CH2:15][CH2:16][CH2:17][CH2:18][NH:19][C:28]3[N:33]=[CH:32][CH:31]=[CH:30][N:29]=3)[CH2:11][C@H:10]2[O:20][CH3:21])=[O:7])=[C:4]([O:25][CH3:26])[CH:3]=1 |f:3.4.5|. Reported procedure: A mixture of 4.6 parts of cis-4-amino-N-[1-(4-aminobutyl)-3-methoxy-4-piperidinyl]-5-chloro-2-methoxybenzamide, 1.4 parts of 2-chloropyrimidine and a few drops of N,N-dimethylacetamide was stirred overnight at 80° C. The reaction mixture was taken up in a mixture of dichloromethane, water and hydrochloric acid. The separated aqueous layer was treated with sodium carbonate and the product was extracted with dichloromethane. The extract was dried, filtered and evaporated. The residue was purified ... The reactants are [OH-].[K+] (potassium hydroxide), CO (methanol), [BH4-].[Na+] (sodium borohydride), CC(=CCOC1=CC=C(OCCNC(OCC)=O)C=C1)C (ethyl N-{2-[4-(3-methyl-2-butenoxy)phenoxy]ethyl}carbamate), mercuric acetate, CO (methanol), CO (methanol), mercuric acetate, CO (methanol). Reaction conditions: time 1 hour. The product is COC(CCOC1=CC=C(OCCNC(OCC)=O)C=C1)(C)C (ethyl N-{2-[4-(3-methoxy-3-methylbutoxy)phenoxy]ethyl}carbamate), compound 12. RXN SMILES: [CH3:1][C:2]([CH3:21])=[CH:3][CH2:4][O:5][C:6]1[CH:20]=[CH:19][C:9]([O:10][CH2:11][CH2:12][NH:13][C:14](=[O:18])[O:15][CH2:16][CH3:17])=[CH:8][CH:7]=1.[OH-:22].[K+].[BH4-].[Na+].[CH3:26]O>>[CH3:26][O:22][C:2]([CH3:1])([CH3:21])[CH2:3][CH2:4][O:5][C:6]1[CH:20]=[CH:19][C:9]([O:10][CH2:11][CH2:12][NH:13][C:14](=[O:18])[O:15][CH2:16][CH3:17])=[CH:8][CH:7]=1 |f:1.2,3.4|. Procedure details: To ethyl N-{2-[4-(3-methyl-2-butenoxy)phenoxy]ethyl}carbamate (0.60 g, 2.05 mmol) in methanol (7 ml) at ~40° is added mercuric acetate (0.67 g, 2.1 mmol) in methanol (8 ml) over 10 min. The mixture is stirred at 5° for 1 hour, then at 10°-15° for 30 min. Additional mercuric acetate (0.13 g, 0.41 mol) in methanol is added, and the mixture is allowed to stand at RT overnight. The mixture is then cooled to 3° and potassium hydroxide (0.57 g, 10.2 mmol) in methanol (4 ml) is added over 5 min., follo... Reactants: CCCCCCCCCCC(=O)Cl, Nc1cc(F)cc2c1OCCC21SC(=O)NC1=O, c1ccncc1. Product: CCCCCCCCCCC(=O)Nc1cc(F)cc2c1OCCC21SC(=O)NC1=O. Reaction SMILES: [C:19]([CH2:20][CH2:21][CH2:22][CH2:23][CH2:24][CH2:25][CH2:26][CH2:27][CH2:28][CH3:29])(=[O:30])[Cl:31].[F:1][c:2]1[cH:3][c:4]([NH2:18])[c:5]2[c:6]([cH:17]1)[C:7]1([CH2:8][CH2:9][O:10]2)[C:11](=[O:16])[NH:12][C:13](=[O:15])[S:14]1.[cH:32]1[cH:33][cH:34][n:35][cH:36][cH:37]1>>[F:1][c:2]1[cH:3][c:4]([NH:18][C:19]([CH2:20][CH2:21][CH2:22][CH2:23][CH2:24][CH2:25][CH2:26][CH2:27][CH2:28][CH3:29])=[O:30])[c:5]2[c:6]([cH:17]1)[C:7]1([CH2:8][CH2:9][O:10]2)[C:11](=[O:16])[NH:12][C:13](=[O:15])[S:14]1. The reactants are ClC1=C(C(=O)OC)C=CC(=C1)O (methyl 2-chloro-4-hydroxybenzoate), C1(CCCC1)Br (cyclopentyl bromide). Yields the product ClC1=C(C(=O)O)C=CC(=C1)OC1CCCC1 (2-chloro-4-cyclopentyloxybenzoic acid). RXN SMILES: [Cl:1][C:2]1[CH:11]=[C:10]([OH:12])[CH:9]=[CH:8][C:3]=1[C:4]([O:6]C)=[O:5].[CH:13]1(Br)[CH2:17][CH2:16][CH2:15][CH2:14]1>>[Cl:1][C:2]1[CH:11]=[C:10]([O:12][CH:13]2[CH2:17][CH2:16][CH2:15][CH2:14]2)[CH:9]=[CH:8][C:3]=1[C:4]([OH:6])=[O:5]. Procedure: Using methyl 2-chloro-4-hydroxybenzoate and cyclopentyl bromide, 2-chloro-4-cyclopentyloxybenzoic acid was obtained in the same manner as in Example 277b). Yields the product Cl.C1(CC1)NC(C1=CC(=C(C(=C1)C=1C=C2C(=CN(C(C2=CC1)=O)CC(CO)(C)C)CN1C[C@@H](NCC1)C)C)F)=O (N-Cyclopropyl-3-fluoro-5-[2-(3-hydroxy-2,2-dimethylpropyl)-4-{[(3S)-3-methylpiperazin-1-yl]methyl}-1-oxo-1,2-dihydroisoquinolin-6-yl]-4-methylbenzamide hydrochloride). Reaction SMILES: [Si]([O:8][CH2:9][C:10]([CH3:40])([CH3:39])[CH2:11][N:12]1[CH:21]=[C:20]([CH2:22]O)[C:19]2[C:14](=[CH:15][CH:16]=[C:17]([C:24]3[CH:25]=[C:26]([CH:33]=[C:34]([F:37])[C:35]=3[CH3:36])[C:27]([NH:29][CH:30]3[CH2:32][CH2:31]3)=[O:28])[CH:18]=2)[C:13]1=[O:38])(C(C)(C)C)(C)C.CS([Cl:45])(=O)=O.[CH3:46][C@H:47]1[CH2:52][NH:51][CH2:50][CH2:49][N:48]1C(OC(C)(C)C)=O>>[ClH:45].[CH:30]1([NH:29][C:27](=[O:28])[C:26]2[CH:25]=[C:24]([C:17]3[CH:18]=[C:19]4[C:14](=[CH:15][CH:16]=3)[C:13](=[O:38])[N:12]([CH2:11][C:10]([CH3:39])([CH3:40])[CH2:9][OH:8])[CH:21]=[C:20]4[CH2:22][N:51]3[CH2:50][CH2:49][NH:48][C@@H:47]([CH3:46])[CH2:52]3)[C:35]([CH3:36])=[C:34]([F:37])[CH:33]=2)[CH2:32][CH2:31]1 |f:3.4|. Starting materials: [Si](C)(C)(C(C)(C)C)OCC(CN1C(C2=CC=C(C=C2C(=C1)CO)C=1C=C(C(=O)NC2CC2)C=C(C1C)F)=O)(C)C (3-[2-(3-{[tert-butyl(dimethyl)silyl]oxy}-2,2-dimethylpropyl)-4-(hydroxymethyl)-1-oxo-1,2-dihydroisoquinolin-6-yl]-N-cyclopropyl-5-fluoro-4-methylbenzamide), CS(=O)(=O)Cl (methanesulfonyl chloride), C[C@@H]1N(CCNC1)C(=O)OC(C)(C)C (tert-butyl (2S)-2-methylpiperazine-1-carboxylate). Procedure details: The subtitle product was made from 3-[2-(3-{[tert-butyl(dimethyl)silyl]oxy}-2,2-dimethylpropyl)-4-(hydroxymethyl)-1-oxo-1,2-dihydroisoquinolin-6-yl]-N-cyclopropyl-5-fluoro-4-methylbenzamide (Example 26 g, 190 mg) by sequential reaction with methanesulfonyl chloride (57 μL) and tert-butyl (2S)-2-methylpiperazine-1-carboxylate (240 mg) using a similar method to Example 26 h, to afford the title compound (58 mg) as a white solid.